From a dataset of the Open Reaction Database (ORD), a public repository of structured organic reaction records. describe an organic reaction: reactants, conditions, products, and yield The reactants are [Br-], CC(C)(C)OC(=O)N1CCC(=O)CC1, CCOCC, Cc1ccccc1[Mg+]. Yields the product Cc1ccccc1C1(O)CCN(C(=O)OC(C)(C)C)CC1. Reaction SMILES: [Br-:15].[C:1](=[O:2])([O:3][C:4]([CH3:5])([CH3:6])[CH3:7])[N:8]1[CH2:9][CH2:10][C:11](=[O:14])[CH2:12][CH2:13]1.[CH2:24]([O:25][CH2:26][CH3:27])[CH3:28].[c:16]1([CH3:23])[c:17]([Mg+:22])[cH:18][cH:19][cH:20][cH:21]1>>[C:1](=[O:2])([O:3][C:4]([CH3:5])([CH3:6])[CH3:7])[N:8]1[CH2:9][CH2:10][C:11]([OH:14])([c:17]2[c:16]([CH3:23])[cH:21][cH:20][cH:19][cH:18]2)[CH2:12][CH2:13]1. Starting materials: CCOC(=O)c1cc(Oc2ccc(S(C)(=O)=O)cc2)c2cc(C(F)F)oc2c1, Cc1ccc(N)nc1. Product: Cc1ccc(NC(=O)c2cc(Oc3ccc(S(C)(=O)=O)cc3)c3cc(C(F)F)oc3c2)nc1. As a reaction SMILES: [F:9][CH:10]([c:11]1[o:12][c:13]2[c:14]([cH:15]1)[c:16]([O:25][c:26]1[cH:27][cH:28][c:29]([S:32](=[O:33])(=[O:34])[CH3:35])[cH:30][cH:31]1)[cH:17][c:18]([C:20](=[O:21])[O:22][CH2:23][CH3:24])[cH:19]2)[F:36].[NH2:1][c:2]1[n:3][cH:4][c:5]([CH3:8])[cH:6][cH:7]1>>[NH:1]([c:2]1[n:3][cH:4][c:5]([CH3:8])[cH:6][cH:7]1)[C:20]([c:18]1[cH:17][c:16]([O:25][c:26]2[cH:27][cH:28][c:29]([S:32](=[O:33])(=[O:34])[CH3:35])[cH:30][cH:31]2)[c:14]2[c:13]([o:12][c:11]([CH:10]([F:9])[F:36])[cH:15]2)[cH:19]1)=[O:21]. The reactants are BrC=1C=C(C=C(C1OC)C(C)(C)C)C=1C(=NC(=NC1)OC(C)(C)C)OC(C)(C)C (5-(3-bromo-5-tert-butyl-4-methoxyphenyl)-2,4-di-tert-butoxy-pyrimidine), CC1(OB(OC1(C)C)C=1C=C2CCC(C2=CC1)=O)C (5-(4,4,5,5-tetramethyl-1,3,2-dioxaborolan-2-yl)-2,3-dihydro-1H-inden-1-one). Product: C(C)(C)(C)C=1C(=C(C=C(C1)C=1C(=NC(=NC1)OC(C)(C)C)OC(C)(C)C)C=1C=C2CCC(C2=CC1)=O)OC (5-(3-tert-butyl-5-(2,4-di-tert-butoxypyrimidin-5-yl)-2-methoxy phenyl)-2,3-dihydro-1H-inden-1-one). As a reaction SMILES: Br[C:2]1[CH:3]=[C:4]([C:14]2[C:15]([O:25][C:26]([CH3:29])([CH3:28])[CH3:27])=[N:16][C:17]([O:20][C:21]([CH3:24])([CH3:23])[CH3:22])=[N:18][CH:19]=2)[CH:5]=[C:6]([C:10]([CH3:13])([CH3:12])[CH3:11])[C:7]=1[O:8][CH3:9].CC1(C)C(C)(C)OB([C:38]2[CH:39]=[C:40]3[C:44](=[CH:45][CH:46]=2)[C:43](=[O:47])[CH2:42][CH2:41]3)O1>>[C:10]([C:6]1[C:7]([O:8][CH3:9])=[C:2]([C:38]2[CH:39]=[C:40]3[C:44](=[CH:45][CH:46]=2)[C:43](=[O:47])[CH2:42][CH2:41]3)[CH:3]=[C:4]([C:14]2[C:15]([O:25][C:26]([CH3:29])([CH3:27])[CH3:28])=[N:16][C:17]([O:20][C:21]([CH3:22])([CH3:23])[CH3:24])=[N:18][CH:19]=2)[CH:5]=1)([CH3:12])([CH3:13])[CH3:11]. Procedure: A solution of Example 2 Part A (0.150 g, 0.32 mmol) and 5-(4,4,5,5-tetramethyl-1,3,2-dioxaborolan-2-yl)-2,3-dihydro-1H-inden-1-one (0.092 g, 0.36 mmol) were reacted in the same manner as Example 50 Part A using 1,1′-bis(diphenylphosphino)ferrocene-palladium(II) dichloride dichloromethane complex as catalyst at 100° C. for 1.5 hours in the microwave and for 4 hours at 100° C. in an oil bath to give crude product which was purified by silica gel flash chromatography eluting with ethyl acetate/hexa... The reactants are C(C)(C)(C)OC(NC1(CCCC1)CN(C(=O)[C@H]1[C@@H](C1)C1=NC(=CC=C1)F)C1=CC=C(C=C1)Br)=O ([1-({(4-bromo-phenyl)-[trans-2-(6-fluoro-pyridin-2-yl)-cyclopropanecarbonyl]-amino}-methyl)-cyclopentyl]-carbamic acid t-butyl ester), arylboronic acid, C(=O)([O-])[O-].[K+].[K+] (K2CO3), CCOC(=O)C (EtOAc). Reaction conditions: time 20 minute. As a reaction SMILES: [C:1]([O:5][C:6](=[O:34])[NH:7][C:8]1([CH2:13][N:14]([C:27]2[CH:32]=[CH:31][C:30](Br)=[CH:29][CH:28]=2)[C:15]([C@@H:17]2[CH2:19][C@H:18]2[C:20]2[CH:25]=[CH:24][CH:23]=[C:22]([F:26])[N:21]=2)=[O:16])[CH2:12][CH2:11][CH2:10][CH2:9]1)([CH3:4])([CH3:3])[CH3:2].C([O-])([O-])=O.[K+].[K+].C[CH2:42][O:43][C:44]([CH3:46])=O>CC#N.O.Cl[Pd](Cl)([P](C1C=CC=CC=1)(C1C=CC=CC=1)C1C=CC=CC=1)[P](C1C=CC=CC=1)(C1C=CC=CC=1)C1C=CC=CC=1>[C:1]([O:5][C:6](=[O:34])[NH:7][C:8]1([CH2:13][N:14]([C:15]([C@@H:17]2[CH2:19][C@H:18]2[C:20]2[CH:25]=[CH:24][CH:23]=[C:22]([F:26])[N:21]=2)=[O:16])[C:27]2[CH:32]=[CH:31][C:30]([C:8]3[CH:12]=[CH:11][C:46]([CH2:44][O:43][CH3:42])=[CH:10][CH:9]=3)=[CH:29][CH:28]=2)[CH2:12][CH2:11][CH2:10][CH2:9]1)([CH3:4])([CH3:3])[CH3:2] |f:1.2.3,5.6,^1:53,72|. Procedure details: A mixture of [1-({(4-bromo-phenyl)-[trans-2-(6-fluoro-pyridin-2-yl)-cyclopropanecarbonyl]-amino}-methyl)-cyclopentyl]-carbamic acid t-butyl ester (95 mg, 0.18 mmol), arylboronic acid (0.22 mmol), Pd(PPh3)2Cl2 (14 mg, 0.02 mmol) and K2CO3 (47 mg, 0.34 mmol) in CH3CN/H2O (3.5/0.5 mL) was macrowaved at 140° C. for 20 min. The reaction mixture was passed through a short silica pad (EtOAc) and concentrated. The residue was subjected to ISCO (12 g column, 0-50% EtOAc in hexane over 25 min) to give the... Run in CC#N.O (CH3CN H2O). Product: C(C)(C)(C)OC(NC1(CCCC1)CN(C1=CC=C(C=C1)C1=CC=C(C=C1)COC)C(=O)[C@H]1[C@@H](C1)C1=NC(=CC=C1)F)=O ((1-{[[Trans-2-(6-fluoro-pyridin-2-yl)-cyclopropanecarbonyl]-(4′-methoxymethyl-biphenyl-4-yl)-amino]-methyl}-cyclopentyl)-carbamic acid tert-butyl ester). The reagents and catalysts are Cl[Pd]([P](C1=CC=CC=C1)(C2=CC=CC=C2)C3=CC=CC=C3)([P](C4=CC=CC=C4)(C5=CC=CC=C5)C6=CC=CC=C6)Cl (Pd(PPh3)2Cl2). The reactants are [Al+3].[Cl-].[Cl-].[Cl-] (AlCl3), Alcohol, O (water), C(C)OC(=O)C=1N=CC=2NC3=CC=CC=C3C2C1 (beta-carboline-3-carboxylic acid ethyl ester), [Al+3].[Cl-].[Cl-].[Cl-] (AlCl3), C(C)(=O)Cl (acetyl chloride). Reaction conditions: time 5 minute. The product is C(C)OC(=O)C=1N=CC=2NC3=CC=C(C=C3C2C1)C(C)=O (6-Acetyl-beta-carboline-3-carboxylic acid ethyl ester). As a reaction SMILES: [Al+3].[Cl-].[Cl-].[Cl-].[CH2:5]([O:7][C:8]([C:10]1[N:11]=[CH:12][C:13]2[NH:14][C:15]3[C:20]([C:21]=2[CH:22]=1)=[CH:19][CH:18]=[CH:17][CH:16]=3)=[O:9])[CH3:6].O.[C:24](Cl)(=[O:26])[CH3:25]>>[CH2:5]([O:7][C:8]([C:10]1[N:11]=[CH:12][C:13]2[NH:14][C:15]3[C:20]([C:21]=2[CH:22]=1)=[CH:19][C:18]([C:24](=[O:26])[CH3:25])=[CH:17][CH:16]=3)=[O:9])[CH3:6] |f:0.1.2.3|. Reported procedure: 400 mg of AlCl3 was suspended in 10 ml of acetyl chloride at 0° C. and 600 mg of beta-carboline-3-carboxylic acid ethyl ester was added. After 5 minutes, 600 mg of AlCl3 was added and the mixture was stirred for 1 hour. Alcohol was added and the pH adjusted to 7-8. 50 ml of water was added and the filtered mixture yielded 450 mg of raw product, which was recrystallized from ethanol/water (1:1). Mp: 290°-305° C. The reactants are BrC=1C=C(C=CC1)C(=O)C(=O)C1=CC(=CC=C1)Br (3,3′-dibromobenzil), C1(=CC=CC=C1)C#C (phenylacetylene). The reagents and catalysts are Cl[Pd]([P](C1=CC=CC=C1)(C2=CC=CC=C2)C3=CC=CC=C3)([P](C4=CC=CC=C4)(C5=CC=CC=C5)C6=CC=CC=C6)Cl ((PPh3)2PdCl2). Run in C(C)N(CC)CC (triethylamine). The product is C1(=CC=CC=C1)C#CC=1C=C(C=CC1)C(=O)C(=O)C1=CC(=CC=C1)C#CC1=CC=CC=C1 (3,3′-Bis(phenylethynyl)benzil). The yield is 131.5%. RXN SMILES: Br[C:2]1[CH:3]=[C:4]([C:8]([C:10]([C:12]2[CH:17]=[CH:16][CH:15]=[C:14](Br)[CH:13]=2)=[O:11])=[O:9])[CH:5]=[CH:6][CH:7]=1.[C:19]1([C:25]#[CH:26])[CH:24]=[CH:23][CH:22]=[CH:21][CH:20]=1>C(N(CC)CC)C.Cl[Pd](Cl)([P](C1C=CC=CC=1)(C1C=CC=CC=1)C1C=CC=CC=1)[P](C1C=CC=CC=1)(C1C=CC=CC=1)C1C=CC=CC=1>[C:19]1([C:25]#[C:26][C:2]2[CH:3]=[C:4]([C:8]([C:10]([C:12]3[CH:17]=[CH:16][CH:15]=[C:14]([C:10]#[C:8][C:4]4[CH:5]=[CH:6][CH:7]=[CH:2][CH:3]=4)[CH:13]=3)=[O:11])=[O:9])[CH:5]=[CH:6][CH:7]=2)[CH:24]=[CH:23][CH:22]=[CH:21][CH:20]=1 |^1:36,55|. Procedure details: A solution of 3,3′-dibromobenzil (5.0 g, 0.0136 mol) and phenylacetylene (3.47 g, 0.0340 mol) in triethylamine (30 mL) is deaerated by bubbling nitrogen through the solution for ten minutes. (PPh3)2PdCl2 (0.067 g, 0.0001 mol) is then added, and the reaction mixture heated at reflux overnight. The mixture is concentrated to dryness, then taken up in CH2Cl2 (100 mL), washed sequentially with 1 M HCl, saturated aqueous NaHCO3 and dried (Na2SO4), then concentrated, giving 3.67 g (66 percent) product... Reactants: C(C)N1N=C(C2=C1NC(CC2C)=O)C (1-ethyl-1,4,5,7-tetrahydro-3,4-dimethyl6H-pyrazolo[3,4-b]pyridin-6-one), C(C)O (ethanol), Cl (hydrochloric acid). The product is Cl.C(C)N1N=C(C2=C1NC(CC2C)=O)C (1-Ethyl-1,4,5,7-tetrahydro-3,4-dimethyl-6H-pyrazolo[3,4-b]-pyridin-6-one, hydrochloride). RXN SMILES: [CH2:1]([N:3]1[C:7]2[NH:8][C:9](=[O:13])[CH2:10][CH:11]([CH3:12])[C:6]=2[C:5]([CH3:14])=[N:4]1)[CH3:2].C(O)C.[ClH:18]>CCOCC>[ClH:18].[CH2:1]([N:3]1[C:7]2[NH:8][C:9](=[O:13])[CH2:10][CH:11]([CH3:12])[C:6]=2[C:5]([CH3:14])=[N:4]1)[CH3:2] |f:4.5|. The solvent is CCOCC (ether). Run at time 8 hour. Reported procedure: 23.4 G. of 1-ethyl-1,4,5,7-tetrahydro-3,4-dimethyl6H-pyrazolo[3,4-b]pyridin-6-one (0.12 mol.) are dissolved in 70 ml. of absolute ethanol while warming. After cooling, 32 ml. of ethereal hydrochloric acid (0.2 mol.HCl/l) are added to the solution. Two hours later, 100 ml. of absolute ether are added and the mixture is let stand overnight. The crystallized 1-ethyl-1,4,5,7-tetrahydro-3,4-dimethyl-6H-pyrazolo[3,4-b]pyridin-6-one, hydrochloride is filtered off and dried at 50°, yield 25.3 g. (92%), ... Reactants: CNC1CCOc2cc(CN3CCCCC3)ccc21, O=C(Cl)C(=O)Cl, ClCCl, CN(C)C=O, O=C(O)CC(NS(=O)(=O)c1cccc(C(F)(F)F)c1)c1ccccc1. Yields the product CN(C(=O)CC(NS(=O)(=O)c1cccc(C(F)(F)F)c1)c1ccccc1)C1CCOc2cc(CN3CCCCC3)ccc21. As a reaction SMILES: [CH3:37][NH:38][CH:39]1[CH2:40][CH2:41][O:42][c:43]2[cH:44][c:45]([CH2:49][N:50]3[CH2:51][CH2:52][CH2:53][CH2:54][CH2:55]3)[cH:46][cH:47][c:48]21.[Cl:31][C:32]([C:33]([Cl:34])=[O:35])=[O:36].[Cl:56][CH2:57][Cl:58].[O:26]=[CH:27][N:28]([CH3:29])[CH3:30].[c:1]1([CH:7]([CH2:8][C:9](=[O:10])[OH:11])[NH:12][S:13](=[O:14])(=[O:15])[c:16]2[cH:17][c:18]([C:22]([F:23])([F:24])[F:25])[cH:19][cH:20][cH:21]2)[cH:2][cH:3][cH:4][cH:5][cH:6]1>>[c:1]1([CH:7]([CH2:8][C:9](=[O:11])[N:38]([CH3:37])[CH:39]2[CH2:40][CH2:41][O:42][c:43]3[cH:44][c:45]([CH2:49][N:50]4[CH2:51][CH2:52][CH2:53][CH2:54][CH2:55]4)[cH:46][cH:47][c:48]32)[NH:12][S:13](=[O:14])(=[O:15])[c:16]2[cH:17][c:18]([C:22]([F:23])([F:24])[F:25])[cH:19][cH:20][cH:21]2)[cH:2][cH:3][cH:4][cH:5][cH:6]1. Starting materials: C1CC(=O)N(C1=O)Cl (NCS), C(CCCCCCC)O (1-Octanol), C(O)([O-])=O.[Na+] (sodium hydrogencarbonate), [Br-].[Na+] (sodium bromide). The reagents and catalysts are CC1(CC(CC(N1[O])(C)C)OC)C (4-methoxy TEMPO). Run in ClCCCl (1,2-dichloroethane). Yields the product C(CCCCCCC)=O (1-octanal). Yield: 84.6%. As a reaction SMILES: [CH2:1]([OH:9])[CH2:2][CH2:3][CH2:4][CH2:5][CH2:6][CH2:7][CH3:8].C(=O)([O-])O.[Na+].[Br-].[Na+].C1C(=O)N(Cl)C(=O)C1>CC1(C)N([O])C(C)(C)CC(OC)C1.ClCCCl>[CH:1](=[O:9])[CH2:2][CH2:3][CH2:4][CH2:5][CH2:6][CH2:7][CH3:8] |f:1.2,3.4,^1:28|. Reported procedure: 1-Octanol (2.0 g, 15.4 mmol), sodium hydrogencarbonate (1.6 g, 18.5 mmol), 4-methoxy TEMPO (29 mg, 0.15 mmol), sodium bromide (0.16 g, 1.54 mmol) and 1,2-dichloroethane (15 ml) were put in a 50-ml egg plant type flask. The suspension was cooled to less than 10° C. in an ice bath and thereto was added NCS (2.3 g, 16.9 mmol) divided in two portions. The insoluble materials were filtered off and the filtrate was washed with 5% aqueous sodium bicarbonate solution. The crude product was purified by d...